Dataset: the Open Reaction Database (ORD), a public repository of structured organic reaction records. Task: describe an organic reaction: reactants, conditions, products, and yield Reactants: ice water, C1(=CC=CC=C1)C1=C(NC=2N=CN=C(C21)N)[Si](CC)(CC)CC (5-Phenyl-6-(triethylsilyl)-7-H-pyrrolo[2,3-d]pyrimidin-4-ylamine), C(CCl)Cl (EDC), C=1C=CC2=C(C1)N=NN2O (HOBT), C(C)OC(C(=O)O)OCC (2,2-diethoxy acetic acid), solution, [H-].[H-].[H-].[H-].[Li+].[Al+3] (LiAlH4), C1CCOC1 (THF). Solvent: ClCCl (Dichloromethane), C(C)(=O)OCC (Ethyl acetate), CN(C)C=O (DMF). Reaction conditions: time 16 hour. Yields the product C(C)OC(C(=O)NC=1C2=C(N=CN1)NC(=C2C2=CC=CC=C2)[Si](CC)(CC)CC)OCC (2,2-Diethoxy-N-[5-phenyl-6-(triethyl-silan-yl)-7H-pyrrolo[2,3-d]pyrimidin-4-yl]-acetamide). Reaction SMILES: [C:1]1([C:7]2[C:15]3[C:14]([NH2:16])=[N:13][CH:12]=[N:11][C:10]=3[NH:9][C:8]=2[Si:17]([CH2:22][CH3:23])([CH2:20][CH3:21])[CH2:18][CH3:19])[CH:6]=[CH:5][CH:4]=[CH:3][CH:2]=1.C(Cl)CCl.C1C=CC2N(O)N=NC=2C=1.[CH2:38]([O:40][CH:41]([O:45][CH2:46][CH3:47])[C:42](O)=[O:43])[CH3:39].[H-].[H-].[H-].[H-].[Li+].[Al+3].C1COCC1>CN(C=O)C.C(OCC)(=O)C.ClCCl>[CH2:38]([O:40][CH:41]([O:45][CH2:46][CH3:47])[C:42]([NH:16][C:14]1[C:15]2[C:7]([C:1]3[CH:2]=[CH:3][CH:4]=[CH:5][CH:6]=3)=[C:8]([Si:17]([CH2:20][CH3:21])([CH2:22][CH3:23])[CH2:18][CH3:19])[NH:9][C:10]=2[N:11]=[CH:12][N:13]=1)=[O:43])[CH3:39] |f:4.5.6.7.8.9|. Procedure details: To a solution of 5-phenyl-6-(triethylsilyl)-7-H-pyrrolo[2,3-d]pyrimidin-4-amine (Example 5, Step C, 0.45 g, 1.38 mmol), EDC (0.34 g, 1.78 mmol) and HOBT (0.28 g, 2.07 mmol) in DMF (10.0 mL) was added 2,2-diethoxy acetic acid (0.25 g, 14.8 mmol) and the reaction mixture was stirred at rt for 16 h. Dichloromethane (50 mL) was added and the mixture was washed with brine, sat. NaHCO3 solution and brine. The organic layer was dried over Na2SO4, filtered and the filtrate was concentrated. The product ... The reactants are CCOC(=O)CCC(=O)OCC, CCOCC, CCOC=O, [Na], O. Product: CCOC(=O)CC(C=O)C(=O)OCC. Reaction SMILES: [C:2]([CH2:3][CH2:4][C:5](=[O:6])[O:7][CH2:8][CH3:9])(=[O:10])[O:11][CH2:12][CH3:13].[CH3:20][CH2:21][O:22][CH2:23][CH3:24].[CH:14](=[O:15])[O:16][CH2:17][CH3:18].[Na:1].[OH2:19]>>[C:2]([CH:3]([CH2:4][C:5](=[O:6])[O:7][CH2:8][CH3:9])[CH:14]=[O:15])(=[O:10])[O:11][CH2:12][CH3:13]. Reactants: C([O-])([O-])=O.[K+].[K+] (potassium carbonate), FC1=CC=C(C=C1)C(C(CC1=CC(=NO1)OC(C(F)F)(F)F)NC(OC(C)(C)C)=O)O (tert-butyl N-[(1RS,2SR)-2-(4-fluorophenyl)-2-hydroxy-1-[[3-(1,1,2,2-tetrafluoroethoxy)isoxazol-5-yl]methyl]ethyl]carbamate), Cl (hydrochloric acid). Solvent: CO (methanol), O (water). Product: crude product, NC(C(O)C1=CC=C(C=C1)F)CC1=CC(=NO1)OC(C(F)F)(F)F ((1RS,2SR)-2-amino-1-(4-fluorophenyl)-3-[3-(1,1,2,2-tetrafluoroethoxy)isoxazol-5-yl]propan-1-ol). Isolated yield 100.2%. As a reaction SMILES: [F:1][C:2]1[CH:7]=[CH:6][C:5]([CH:8]([OH:31])[CH:9]([NH:23]C(=O)OC(C)(C)C)[CH2:10][C:11]2[O:15][N:14]=[C:13]([O:16][C:17]([F:22])([F:21])[CH:18]([F:20])[F:19])[CH:12]=2)=[CH:4][CH:3]=1.Cl.C(=O)([O-])[O-].[K+].[K+]>CO.O>[NH2:23][CH:9]([CH2:10][C:11]1[O:15][N:14]=[C:13]([O:16][C:17]([F:21])([F:22])[CH:18]([F:19])[F:20])[CH:12]=1)[CH:8]([C:5]1[CH:6]=[CH:7][C:2]([F:1])=[CH:3][CH:4]=1)[OH:31] |f:2.3.4|. Procedure details: A solution of tert-butyl N-[(1RS,2SR)-2-(4-fluorophenyl)-2-hydroxy-1-[[3-(1,1,2,2-tetrafluoroethoxy)isoxazol-5-yl]methyl]ethyl]carbamate (0.291 g, 0.643 mmol) and conc. hydrochloric acid. (0.2 ml) in methanol (5 ml) was stirred at 60° C. for 0.5 hr. The reaction solution was diluted with water, alkalified with potassium carbonate, and extracted twice with ethyl acetate. The recovered organic layer was dried over anhydrous sodium sulfate and the solvent was evaporated under reduced pressure to gi... The product is CCOC(=O)N1CC=C(c2cc(F)c(C#N)cc2F)CC1. Starting materials: [C-]#N, CCOC(=O)N1CC=C(c2cc(F)c(Br)cc2F)CC1, CN(C)C=O, ClCCl, [NH4+], [OH-], O. RXN SMILES: [C-:21]#[N:22].[CH2:1]([CH3:2])[O:3][C:4](=[O:5])[N:6]1[CH2:7][CH2:8][C:9]([c:12]2[c:13]([F:20])[cH:14][c:15]([Br:19])[c:16]([F:18])[cH:17]2)=[CH:10][CH2:11]1.[CH3:26][N:27]([CH3:28])[CH:29]=[O:30].[Cl:31][CH2:32][Cl:33].[NH4+:23].[OH-:24].[OH2:25]>>[CH2:1]([CH3:2])[O:3][C:4](=[O:5])[N:6]1[CH2:7][CH2:8][C:9]([c:12]2[c:13]([F:20])[cH:14][c:15]([C:21]#[N:22])[c:16]([F:18])[cH:17]2)=[CH:10][CH2:11]1. Starting materials: Br, CC(=O)O, COc1ccc(C(=O)C2CCNCC2)cc1, Cl, [Na+], O=C([O-])O. Yields the product O=C(c1ccc(O)cc1)C1CCNCC1. Reaction SMILES: [BrH:22].[CH3:18][C:19](=[O:20])[OH:21].[CH3:2][O:3][c:4]1[cH:5][cH:6][c:7]([C:8](=[O:9])[CH:10]2[CH2:11][CH2:12][NH:13][CH2:14][CH2:15]2)[cH:16][cH:17]1.[ClH:1].[Na+:27].[O-:23][C:24]([OH:25])=[O:26]>>[OH:3][c:4]1[cH:5][cH:6][c:7]([C:8](=[O:9])[CH:10]2[CH2:11][CH2:12][NH:13][CH2:14][CH2:15]2)[cH:16][cH:17]1. Reactants: CCCCC(Oc1ccc(C(C)(C)CC)cc1C(C)(C)CC)C(=O)Cl, CCC(C)(C)c1ccc(Oc2ccc(OCc3ccccc3)cc2[N+](=O)[O-])cc1, Cc1ccccc1, O=C[O-], CC(C)O, [K+], CCC(C)(C)c1ccc(Oc2ccc(O)cc2N)cc1, O. The product is CCCCC(Oc1ccc(C(C)(C)CC)cc1C(C)(C)CC)C(=O)Nc1cc(O)ccc1Oc1ccc(C(C)(C)CC)cc1. Reaction SMILES: [C:54]([CH3:55])([CH3:56])([CH2:57][CH3:58])[c:59]1[c:60]([O:61][CH:62]([C:63](=[O:64])[Cl:65])[CH2:66][CH2:67][CH2:68][CH3:69])[cH:70][cH:71][c:72]([C:74]([CH3:75])([CH3:76])[CH2:77][CH3:78])[cH:73]1.[CH2:1]([O:2][c:3]1[cH:4][cH:5][c:6]([O:7][c:8]2[cH:9][cH:10][c:11]([C:12]([CH2:13][CH3:14])([CH3:15])[CH3:16])[cH:17][cH:18]2)[c:19]([N+:20]([O-:21])=[O:22])[cH:23]1)[c:24]1[cH:25][cH:26][cH:27][cH:28][cH:29]1.[CH3:80][c:81]1[cH:82][cH:83][cH:84][cH:85][cH:86]1.[CH:30]([O-:31])=[O:32].[CH:87]([OH:88])([CH3:89])[CH3:90].[K+:33].[NH2:34][c:35]1[c:36]([O:42][c:43]2[cH:44][cH:45][c:46]([C:49]([CH3:50])([CH3:51])[CH2:52][CH3:53])[cH:47][cH:48]2)[cH:37][cH:38][c:39]([OH:41])[cH:40]1.[OH2:79]>>[NH:34]([c:35]1[c:36]([O:42][c:43]2[cH:44][cH:45][c:46]([C:49]([CH3:50])([CH3:51])[CH2:52][CH3:53])[cH:47][cH:48]2)[cH:37][cH:38][c:39]([OH:41])[cH:40]1)[C:63]([CH:62]([O:61][c:60]1[c:59]([C:54]([CH3:55])([CH3:56])[CH2:57][CH3:58])[cH:73][c:72]([C:74]([CH3:75])([CH3:76])[CH2:77][CH3:78])[cH:71][cH:70]1)[CH2:66][CH2:67][CH2:68][CH3:69])=[O:64]. The reactants are FC(C1=CC2=C(N=C(N2)N2CCN(CC2)C2=NC=CC=C2C(F)(F)F)C=C1)(F)F (5-(Trifluoromethyl)-2-{4-[3-(trifluoromethyl)(2-pyridyl)]piperazinyl}benzoimidazole), [H-].[Na+] (sodium hydride), C(C1=CC=CC=C1)Br (benzyl bromide). Solvent: CN(C)C=O (DMF). Run at time 0.5 hour. Yields the product C(C1=CC=CC=C1)N1C(=NC2=C1C=CC(=C2)C(F)(F)F)N2CCN(CC2)C2=NC=CC=C2C(F)(F)F (1-Benzyl-5-trifluoromethyl-2-[4-(3-trifluoromethylpyridin-2-yl)-piperazin-1-yl]-1H-benzoimidazole). RXN SMILES: [F:1][C:2]([F:29])([F:28])[C:3]1[CH:27]=[CH:26][C:6]2[N:7]=[C:8]([N:10]3[CH2:15][CH2:14][N:13]([C:16]4[C:21]([C:22]([F:25])([F:24])[F:23])=[CH:20][CH:19]=[CH:18][N:17]=4)[CH2:12][CH2:11]3)[NH:9][C:5]=2[CH:4]=1.[H-].[Na+].[CH2:32](Br)[C:33]1[CH:38]=[CH:37][CH:36]=[CH:35][CH:34]=1>CN(C=O)C>[CH2:32]([N:7]1[C:6]2[CH:26]=[CH:27][C:3]([C:2]([F:1])([F:28])[F:29])=[CH:4][C:5]=2[N:9]=[C:8]1[N:10]1[CH2:15][CH2:14][N:13]([C:16]2[C:21]([C:22]([F:23])([F:24])[F:25])=[CH:20][CH:19]=[CH:18][N:17]=2)[CH2:12][CH2:11]1)[C:33]1[CH:38]=[CH:37][CH:36]=[CH:35][CH:34]=1 |f:1.2|. Procedure: To a solution of 5-(trifluoromethyl)-2-{4-[3-(trifluoromethyl)(2-pyridyl)]piperazinyl}benzoimidazole (415 mg, 1.0 mmol, Example 53) in anhydrous DMF (5 mL, Aldrich) was added sodium hydride (72 mg, 50% in mineral oil, 1.5 mmol, Aldrich) at 0° C. The reaction mixture was stirred at room temperature for 0.5 h. After the mixture was cooled to 0° C., it was treated with benzyl bromide (171 mg, 1.0 mmol, Aldrich) and stirred at room temperature for 16 h. The reaction was then quenched with saturated ... Starting materials: C(C)(C)(C)OC(=O)N1N=CC(=C1)CBr (4-bromomethyl-pyrazole-1-carboxylic acid tert-butyl ester), [C-]#N.[K+] (potassium cyanide), O (H2O). Run in CS(=O)C (DMSO). Conditions: time 15 minute. Product: C(C)(C)(C)OC(=O)N1N=CC(=C1)CC#N (4-Cyanomethyl-pyrazole-1-carboxylic acid tert-butyl ester). Reaction SMILES: [C:1]([O:5][C:6]([N:8]1[CH:12]=[C:11]([CH2:13]Br)[CH:10]=[N:9]1)=[O:7])([CH3:4])([CH3:3])[CH3:2].[C-:15]#[N:16].[K+].O>CS(C)=O>[C:1]([O:5][C:6]([N:8]1[CH:12]=[C:11]([CH2:13][C:15]#[N:16])[CH:10]=[N:9]1)=[O:7])([CH3:4])([CH3:3])[CH3:2] |f:1.2|. Reported procedure: To 4-bromomethyl-pyrazole-1-carboxylic acid tert-butyl ester (1.0 g, 3.5 mmol) in DMSO (25 mL) was added potassium cyanide (0.228 g, 3.5 mmol), and the reaction was stirred for 15 minutes at room temperature. The mixture was poured into H2O and extracted with EtOAc. The combined organic layers were dried and concentrated to give the title compound, along with some starting material and the unbrominated starting material from the previous step. The material was dissolved in DMSO (10 mL), and pota... The reactants are Cl (hydrochloric acid), C(C)OC(CCC(F)(F)C(N)=O)=O (4-carbamoyl-4,4-difluoro butyric acid ethyl ester), C(C)OC(CCC(F)(F)C(N)=O)=O (4-carbamoyl-4,4-difluoro butyric acid ethyl ester), C(C)O.[O-]CC.[Na+] (sodium ethoxide ethanol). Solvent: O1CCOCC1 (dioxane), C(C)O (ethanol). Conditions: time 3 hour. The product is FC1(C(NC(CC1)=O)=O)F (3,3-difluoro piperidine-2,6-dione). The yield is 82.9%. As a reaction SMILES: C([O:3][C:4](=O)[CH2:5][CH2:6][C:7]([C:10](=[O:12])[NH2:11])([F:9])[F:8])C.C(O)C.[O-]CC.[Na+].Cl>C(O)C.O1CCOCC1>[F:8][C:7]1([F:9])[CH2:6][CH2:5][C:4](=[O:3])[NH:11][C:10]1=[O:12] |f:1.2.3|. Procedure: 4-carbamoyl-4,4-difluoro butyric acid ethyl ester (18 g) synthesized in Section (2) was dissolved in ethanol (100 mL) and a 1.0 N sodium ethoxide ethanol solution (105 mL) was slowly added thereto. After stirring for 3 hours at room temperature, the mixture was adjusted to a pH of 3 to 4 by addition of 3.0 N hydrochloric acid in dioxane, and the resulting NaCl was removed by filtration. The highly viscous oil was slurried with diethyl ether (100 mL). The resulting white solid was filtered and dr...